Dataset: the Open Reaction Database (ORD), a public repository of structured organic reaction records. Task: describe an organic reaction: reactants, conditions, products, and yield The product is Cl, Cc1cc(C(=O)N2Cc3cnn(C)c3Nc3ccccc32)ccc1OCCCC1CCNCC1. The reactants are Cc1cc(C(=O)N2Cc3cnn(C)c3Nc3ccccc32)ccc1OCCCC1CCN(C(=O)OC(C)(C)C)CC1, CO, Cl, C1COCCO1. RXN SMILES: [C:2]([O:3][C:4](=[O:5])[N:9]1[CH2:10][CH2:11][CH:12]([CH2:15][CH2:16][CH2:17][O:18][c:19]2[c:20]([CH3:42])[cH:21][c:22]([C:25](=[O:26])[N:27]3[c:28]4[c:29]([cH:38][cH:39][cH:40][cH:41]4)[NH:30][c:31]4[n:32]([CH3:37])[n:33][cH:34][c:35]4[CH2:36]3)[cH:23][cH:24]2)[CH2:13][CH2:14]1)([CH3:6])([CH3:7])[CH3:8].[CH3:49][OH:50].[ClH:1].[O:43]1[CH2:44][CH2:45][O:46][CH2:47][CH2:48]1>>[ClH:1].[NH:9]1[CH2:10][CH2:11][CH:12]([CH2:15][CH2:16][CH2:17][O:18][c:19]2[c:20]([CH3:42])[cH:21][c:22]([C:25](=[O:26])[N:27]3[c:28]4[c:29]([cH:38][cH:39][cH:40][cH:41]4)[NH:30][c:31]4[n:32]([CH3:37])[n:33][cH:34][c:35]4[CH2:36]3)[cH:23][cH:24]2)[CH2:13][CH2:14]1. The reactants are CC(=O)O, CC(C)(C)OC(=O)n1c(-c2ccc(-c3ccc(N)cc3)c3c2C(=O)NC3)cc2cc(CN3CCCCC3)ccc21, [Na+], N#CO[Na], O, O=C([O-])O. Product: CC(C)(C)OC(=O)n1c(-c2ccc(-c3ccc(NC(N)=O)cc3)c3c2C(=O)NC3)cc2cc(CN3CCCCC3)ccc21. As a reaction SMILES: [CH3:50][C:51](=[O:52])[OH:53].[NH2:1][c:2]1[cH:3][cH:4][c:5](-[c:8]2[c:9]3[c:13]([c:14](-[c:17]4[n:18]([C:33](=[O:34])[O:35][C:36]([CH3:37])([CH3:38])[CH3:39])[c:19]5[cH:20][cH:21][c:22]([CH2:26][N:27]6[CH2:28][CH2:29][CH2:30][CH2:31][CH2:32]6)[cH:23][c:24]5[cH:25]4)[cH:15][cH:16]2)[C:12](=[O:40])[NH:11][CH2:10]3)[cH:6][cH:7]1.[Na+:45].[Na:41][O:42][C:43]#[N:44].[OH2:54].[OH:46][C:47](=[O:48])[O-:49]>>[NH:1]([c:2]1[cH:3][cH:4][c:5](-[c:8]2[c:9]3[c:13]([c:14](-[c:17]4[n:18]([C:33](=[O:34])[O:35][C:36]([CH3:37])([CH3:38])[CH3:39])[c:19]5[cH:20][cH:21][c:22]([CH2:26][N:27]6[CH2:28][CH2:29][CH2:30][CH2:31][CH2:32]6)[cH:23][c:24]5[cH:25]4)[cH:15][cH:16]2)[C:12](=[O:40])[NH:11][CH2:10]3)[cH:6][cH:7]1)[C:43](=[O:42])[NH2:44].